Dataset: the Open Reaction Database (ORD), a public repository of structured organic reaction records. Task: describe an organic reaction: reactants, conditions, products, and yield Starting materials: C(C)SC=1SC(C(N1)=O)=CC=1C=C2C=NN(C2=CC1)CC1=C(C=C(C=C1)O)C(F)(F)F (2-Ethylsulfanyl-5-[1-(4-hydroxy-2-trifluoromethyl-benzyl)-1H-indazol-5-ylmethylene]-thiazol-4-one), C(C)(C)(C)OC(=O)N1C(CN(CC1)C=1SC(C(N1)=O)=CC=1C=C2C=NN(C2=CC1)CC1=C(C=C(C=C1)C(C)(C)O)C(F)(F)F)CO (2-Hydroxymethyl-4-(5-{1-[4-(1-hydroxy-1-methyl-ethyl)-2-trifluoromethyl-benzyl]-1H-indazol-5-ylmethylene}-4-oxo-4,5-dihydro-thiazol-2-yl)-piperazine-1-carboxylic acid tert-butyl ester). Product: C(C)(C)(C)OC(=O)N1C(CN(CC1)C=1SC(C(N1)=O)=CC=1C=C2C=NN(C2=CC1)CC1=C(C=C(C=C1)O)C(F)(F)F)CO (2-Hydroxymethyl-4-{5-[1-(4-hydroxy-2-trifluoromethyl-benzyl)-1H-indazol-5-ylmethylene]-4-oxo-4,5-dihydro-thiazol-2-yl}-piperazine-1-carboxylic acid tert-butyl ester). Reaction SMILES: C(S[C:4]1[S:5][C:6](=[CH:10][C:11]2[CH:12]=[C:13]3[C:17](=[CH:18][CH:19]=2)[N:16]([CH2:20][C:21]2[CH:26]=[CH:25][C:24]([OH:27])=[CH:23][C:22]=2[C:28]([F:31])([F:30])[F:29])[N:15]=[CH:14]3)[C:7](=[O:9])[N:8]=1)C.[C:32]([O:36][C:37]([N:39]1[CH2:44][CH2:43][N:42](C2SC(=CC3C=C4C(=CC=3)N(CC3C=CC(C(O)(C)C)=CC=3C(F)(F)F)N=C4)C(=O)N=2)[CH2:41][CH:40]1[CH2:76][OH:77])=[O:38])([CH3:35])([CH3:34])[CH3:33]>>[C:32]([O:36][C:37]([N:39]1[CH2:44][CH2:43][N:42]([C:4]2[S:5][C:6](=[CH:10][C:11]3[CH:12]=[C:13]4[C:17](=[CH:18][CH:19]=3)[N:16]([CH2:20][C:21]3[CH:26]=[CH:25][C:24]([OH:27])=[CH:23][C:22]=3[C:28]([F:31])([F:29])[F:30])[N:15]=[CH:14]4)[C:7](=[O:9])[N:8]=2)[CH2:41][CH:40]1[CH2:76][OH:77])=[O:38])([CH3:35])([CH3:34])[CH3:33]. Procedure details: (2R) 2-Hydroxymethyl-4-{5-[1-(4-hydroxy-2-trifluoromethyl-benzyl)-1H-indazol-5-ylmethylene]-4-oxo-4,5-dihydro-thiazol-2-yl}-piperazine-1-carboxylic acid tert-butyl ester was prepared from 2-Ethylsulfanyl-5-[1-(4-hydroxy-2-trifluoromethyl-benzyl)-1H-indazol-5-ylmethylene]-thiazol-4-one and (2R) 2-Hydroxymethyl-piperazine-1-carboxylic acid tert-butyl ester following General Procedure C. Reactants: C(C)OC(=O)C=1OC2=C(C1)C=C(C=C2)CO (5-Hydroxymethyl-benzofuran-2-carboxylic acid ethyl ester). Reagents/catalysts: O=[Mn]=O (MnO2). Solvent: C(Cl)Cl (DCM). Run at time 16 hour. The product is C(=O)C=1C=CC2=C(C=C(O2)C(=O)OCC)C1 (Ethyl 5-Formyl-benzofuran-2-carboxylate). The yield is 87.3%. Reaction SMILES: [CH2:1]([O:3][C:4]([C:6]1[O:7][C:8]2[CH:14]=[CH:13][C:12]([CH2:15][OH:16])=[CH:11][C:9]=2[CH:10]=1)=[O:5])[CH3:2]>C(Cl)Cl.O=[Mn]=O>[CH:15]([C:12]1[CH:13]=[CH:14][C:8]2[O:7][C:6]([C:4]([O:3][CH2:1][CH3:2])=[O:5])=[CH:10][C:9]=2[CH:11]=1)=[O:16]. Reported procedure: To a solution of the compound 26 (2.53 g, 11.49 mmol) in DCM (70 ml) was added MnO2 (9.99 g, 114.9 mmol). The reaction mixture was stirred at room temperature for 16 h and then filtered through a celite pad. The filtrate was concentrated in vacuum to give the title compound 27 (2.19 g, 87%) as a white solid. 1H-NMR (DMSO) δ: 10.07 (s, 1H), 8.40-8.39 (m, 1H), 8.03 (dd, J=8.6, 1.6 Hz, 1H), 7.93-7.92 (m, 2H), 4.38 (q, J=7.1 Hz, 2H); 1.35 (t, J=7.0, 3H). Starting materials: CON(C(CCCN1C(=NC=2C=NC=3C=CC=CC3C21)CCC)=O)C (N-methoxy-N-methyl-4-(2-propyl-1H-imidazo[4,5-c]quinolin-1-yl)butyramide), C1=CC(=CC(=C1)Cl)C(=O)OO (m-CPBA). Yields the product CON(C(CCCN1C(=NC=2C=[N+](C=3C=CC=CC3C21)[O-])CCC)=O)C (N-methoxy-N-methyl-4-(5-oxido-2-propyl-1H-imidazo[4,5-c]quinolin-1-yl)butyramide). Reaction SMILES: [CH3:1][O:2][N:3]([CH3:25])[C:4](=[O:24])[CH2:5][CH2:6][CH2:7][N:8]1[C:20]2[C:19]3[CH:18]=[CH:17][CH:16]=[CH:15][C:14]=3[N:13]=[CH:12][C:11]=2[N:10]=[C:9]1[CH2:21][CH2:22][CH3:23].C1C=C(Cl)C=C(C(OO)=[O:34])C=1>>[CH3:1][O:2][N:3]([CH3:25])[C:4](=[O:24])[CH2:5][CH2:6][CH2:7][N:8]1[C:20]2[C:19]3[CH:18]=[CH:17][CH:16]=[CH:15][C:14]=3[N+:13]([O-:34])=[CH:12][C:11]=2[N:10]=[C:9]1[CH2:21][CH2:22][CH3:23]. Procedure: The general method described in Steps 9 and 10 of Example 1 was used to aminate N-methoxy-N-methyl-4-(2-propyl-1H-imidazo[4,5-c]quinolin-1-yl)butyramide (7.4 g, 21.7 mmol) by reaction with m-CPBA (9.50 g) to provide N-methoxy-N-methyl-4-(5-oxido-2-propyl-1H-imidazo[4,5-c]quinolin-1-yl)butyramide followed by reaction with p-toluenesulfonyl chloride (7.20 g, 37.8 mmol) and ammonium hydroxide solution (200 mL) to provide 4-(4-amino-2-propyl-1H-imidazo[4,5-c]quinolin-1-yl)-N-methoxy-N-methyl-butyram... Yields the product C(C)C1=C(C(=CC=C1)CC)N1C=NC=C1C(=O)[O-].OCC[N+](C)(C)C (2-hydroxyethyltrimethylammonium 1-(2,6-diethylphenyl)imidazole-5-carboxylate). Procedure: 25 pbw (0.10 mole) of 1-(2,6-diethylphenyl)imidazole-5-carboxylic acid and 27.0 pbw (0.11 mole) of a 50% aqueous solution of choline are heated in 100 pbv of toluene in a water separator, until the water has been completely removed. The mixture is allowed to cool and is then evaporated in vacuo. 34.5 pbw (97% of theory) of 2-hydroxyethyltrimethylammonium 1-(2,6-diethylphenyl)imidazole-5-carboxylate, a high-viscosity oil, are obtained; identification is carried out by 1H-NMR spectroscopy. The reactants are C(C)C1=C(C(=CC=C1)CC)N1C=NC=C1C(=O)O (1-(2,6-diethylphenyl)imidazole-5-carboxylic acid), aqueous solution, OCC[N+](C)(C)C (choline), C1(=CC=CC=C1)C (toluene). Yield: 97.0%. Run in O (water), O (water). RXN SMILES: [CH2:1]([C:3]1[CH:8]=[CH:7][CH:6]=[C:5]([CH2:9][CH3:10])[C:4]=1[N:11]1[C:15]([C:16]([OH:18])=[O:17])=[CH:14][N:13]=[CH:12]1)[CH3:2].[OH:19][CH2:20][CH2:21][N+:22]([CH3:25])([CH3:24])[CH3:23].C1(C)C=CC=CC=1>O>[CH2:1]([C:3]1[CH:8]=[CH:7][CH:6]=[C:5]([CH2:9][CH3:10])[C:4]=1[N:11]1[C:15]([C:16]([O-:18])=[O:17])=[CH:14][N:13]=[CH:12]1)[CH3:2].[OH:19][CH2:20][CH2:21][N+:22]([CH3:25])([CH3:24])[CH3:23] |f:4.5|. The reactants are COC=1C=C(C=CC1)C12CCCC(N(C1C)C)C2 (1-(3-methoxyphenyl)-6,7-dimethyl-6-azabicyclo[3,2,1]octane), C([C@@H](O)[C@H](O)C(=O)O)(=O)O (d-tartaric acid). The solvent is C(C)O (ethanol). Yields the product C([C@@H](O)[C@H](O)C(=O)O)(=O)O.COC=1C=C(C=CC1)C12CCCC(N(C1C)C)C2 ((-)-1-(3-methoxyphenyl)-6,7-dimethyl-6-azabicyclo[3,2,1]octane d-tartarate). Yield: 43.9%. As a reaction SMILES: [CH3:1][O:2][C:3]1[CH:4]=[C:5]([C:9]23[CH2:18][CH:13]([N:14]([CH3:17])[CH:15]2[CH3:16])[CH2:12][CH2:11][CH2:10]3)[CH:6]=[CH:7][CH:8]=1.[C:19]([OH:28])(=[O:27])[C@H:20]([C@@H:22]([C:24]([OH:26])=[O:25])[OH:23])[OH:21]>C(O)C>[C:19]([OH:28])(=[O:27])[C@H:20]([C@@H:22]([C:24]([OH:26])=[O:25])[OH:23])[OH:21].[CH3:1][O:2][C:3]1[CH:4]=[C:5]([C:9]23[CH2:18][CH:13]([N:14]([CH3:17])[CH:15]2[CH3:16])[CH2:12][CH2:11][CH2:10]3)[CH:6]=[CH:7][CH:8]=1 |f:3.4|. Reported procedure: 8.5 g of 1-(3-methoxyphenyl)-6,7-dimethyl-6-azabicyclo[3,2,1]octane and 5.3 g of d-tartaric acid are dissolved in 50 ml of ethanol under heating. The solution is concentrated to dryness under reduced pressure. Then, the residue is recrystallized twice from 25 ml of methanol. 6.01 g of (-)-1-(3-methoxyphenyl)-6,7-dimethyl-6-azabicyclo[3,2,1]octane d-tartarate are obtained as crystals. M.p. 174° - 176°C. [α]D 23 + 22.3°(c = 1.6, methanol) The reactants are C(C=C)OC1=C(C=C(C=C1)C[C@@H](C(=O)OC)NC(=O)OC(C)(C)C)Cl ((S)-methyl 3-(4-(allyloxy)-3-chlorophenyl)-2-(tert-butoxycarbonylamino)propanoate), C(=O)O (formic acid). Conditions: time 3 hour. The product is COC([C@H](CC1=CC(=C(C=C1)OCC=C)Cl)N)=O ((S)-3-(4-Allyloxy-3-chloro-phenyl)-2-amino-propionic acid methyl ester). RXN SMILES: [CH2:1]([O:4][C:5]1[CH:10]=[CH:9][C:8]([CH2:11][C@H:12]([NH:17]C(OC(C)(C)C)=O)[C:13]([O:15][CH3:16])=[O:14])=[CH:7][C:6]=1[Cl:25])[CH:2]=[CH2:3].C(O)=O>>[CH3:16][O:15][C:13](=[O:14])[C@@H:12]([NH2:17])[CH2:11][C:8]1[CH:9]=[CH:10][C:5]([O:4][CH2:1][CH:2]=[CH2:3])=[C:6]([Cl:25])[CH:7]=1. Procedure: In a 10 mL round-bottomed flask, (S)-methyl 3-(4-(allyloxy)-3-chlorophenyl)-2-(tert-butoxycarbonylamino)propanoate (90 mg, 243 μmol, Eq: 1.00) was combined with formic acid (1.12 g, 933 μL, 24.3 mmol, Eq: 100) and stirred at RT for 3 h. The crude reaction mixture was concentrated in vacuo. The reaction mixture was neutralised with 5% aqueous Na2CO3 and extracted with DCM (3×). The organic layers were combined and dried over Na2SO4 and concentrated in vacuo to yield a colorless oil (68 mg; 100%)....